Dataset: the Open Reaction Database (ORD), a public repository of structured organic reaction records. Task: describe an organic reaction: reactants, conditions, products, and yield The reactants are CCCCCCC(Oc1ccc(C(=O)OC)cc1F)c1ccc(-c2ccc(C(F)(F)F)cc2)nc1, CO, [Na+], C1CCOC1, [OH-]. Yields the product CCCCCCC(Oc1ccc(C(=O)O)cc1F)c1ccc(-c2ccc(C(F)(F)F)cc2)nc1. Reaction SMILES: [CH3:3][O:4][C:5]([c:6]1[cH:7][c:8]([F:36])[c:9]([O:12][CH:13]([CH2:14][CH2:15][CH2:16][CH2:17][CH2:18][CH3:19])[c:20]2[cH:21][n:22][c:23](-[c:26]3[cH:27][cH:28][c:29]([C:32]([F:33])([F:34])[F:35])[cH:30][cH:31]3)[cH:24][cH:25]2)[cH:10][cH:11]1)=[O:37].[CH3:43][OH:44].[Na+:2].[O:38]1[CH2:39][CH2:40][CH2:41][CH2:42]1.[OH-:1]>>[O:4]=[C:5]([c:6]1[cH:7][c:8]([F:36])[c:9]([O:12][CH:13]([CH2:14][CH2:15][CH2:16][CH2:17][CH2:18][CH3:19])[c:20]2[cH:21][n:22][c:23](-[c:26]3[cH:27][cH:28][c:29]([C:32]([F:33])([F:34])[F:35])[cH:30][cH:31]3)[cH:24][cH:25]2)[cH:10][cH:11]1)[OH:37]. Reactants: Cl.ClC=1N=C(C2=C(N1)CNC2)N2[C@H](COCC2)C ((S)-4-(2-chloro-6,7-dihydro-5H-pyrrolo[3,4-d]pyrimidin-4-yl)-3-methylmorpholine hydrochloride), Cl.ClC=1N=C(C2=C(N1)CNC2)N2[C@H](COCC2)C ((S)-4-(2-chloro-6,7-dihydro-5H-pyrrolo[3,4-d]pyrimidin-4-yl)-3-methylmorpholine hydrochloride), C=O (formaldehyde). Yields the product ClC=1N=C(C2=C(N1)CN(C2)C)N2[C@H](COCC2)C ((S)-4-(2-chloro-6-methyl-6,7-dihydro-5H-pyrrolo[3,4-d]pyrimidin-4-yl)-3-methylmorpholine). Reaction SMILES: Cl.[Cl:2][C:3]1[N:4]=[C:5]([N:12]2[CH2:17][CH2:16][O:15][CH2:14][C@@H:13]2[CH3:18])[C:6]2[CH2:11][NH:10][CH2:9][C:7]=2[N:8]=1.[CH2:19]=O>>[Cl:2][C:3]1[N:4]=[C:5]([N:12]2[CH2:17][CH2:16][O:15][CH2:14][C@@H:13]2[CH3:18])[C:6]2[CH2:11][N:10]([CH3:19])[CH2:9][C:7]=2[N:8]=1 |f:0.1|. Procedure: Method as intermediate 8 using (S)-4-(2-chloro-6,7-dihydro-5H-pyrrolo[3,4-d]pyrimidin-4-yl)-3-methylmorpholine hydrochloride (intermediate 6) and formaldehyde as starting materials.